The task is: describe an organic reaction: reactants, conditions, products, and yield. This data is from the Open Reaction Database (ORD), a public repository of structured organic reaction records. The reactants are C(C)(C)(C)OC(=O)N1[C@H]([C@H](CCC1)N(CC1=C(C=CC(=C1)N1N=NN=C1C(F)(F)F)OCC1CC1)C(=O)OC(C)(C)C)C1=CC=CC=C1 (3-{tert-butoxycarbonyl-[2-(cyclopropylmethoxy)-5-(5-trifluoromethyl-tetrazol-1-yl)-benzyl]-amino}[2S,3S]-2-phenylpiperidine-1-carboxylic acid tertbutyl ester), Cl (hydrogen chloride). The solvent is O1CCOCC1 (dioxan). The product is Cl.Cl.C1(CC1)COC1=C(CN[C@@H]2[C@@H](NCCC2)C2=CC=CC=C2)C=C(C=C1)N1N=NN=C1C(F)(F)F ([2(CycloPropylmethoxy)-5-(5-trifluoromethyl-tetrazol-1-yl)-benzyl]-([2S, 3S]-2-phenylpiperidin-3-yl)amine dihydrochloride). RXN SMILES: C(OC([N:8]1[CH2:13][CH2:12][CH2:11][C@H:10]([N:14](C(OC(C)(C)C)=O)[CH2:15][C:16]2[CH:21]=[C:20]([N:22]3[C:26]([C:27]([F:30])([F:29])[F:28])=[N:25][N:24]=[N:23]3)[CH:19]=[CH:18][C:17]=2[O:31][CH2:32][CH:33]2[CH2:35][CH2:34]2)[C@@H:9]1[C:43]1[CH:48]=[CH:47][CH:46]=[CH:45][CH:44]=1)=O)(C)(C)C.[ClH:49]>O1CCOCC1>[ClH:49].[ClH:49].[CH:33]1([CH2:32][O:31][C:17]2[CH:18]=[CH:19][C:20]([N:22]3[C:26]([C:27]([F:28])([F:30])[F:29])=[N:25][N:24]=[N:23]3)=[CH:21][C:16]=2[CH2:15][NH:14][C@H:10]2[CH2:11][CH2:12][CH2:13][NH:8][C@H:9]2[C:43]2[CH:48]=[CH:47][CH:46]=[CH:45][CH:44]=2)[CH2:35][CH2:34]1 |f:3.4.5|. Procedure: A solution of 3-{tert-butoxycarbonyl-[2-(cyclopropylmethoxy)-5-(5-trifluoromethyl-tetrazol-1-yl)-benzyl]-amino}[2S,3S]-2-phenylpiperidine-1-carboxylic acid tertbutyl ester (101 mg, 0.15 mmole) in 4M-hydrogen chloride in dioxan (5 ml) was kept at 44° for 3.25 h and then evaporated. The residue was triturated with ethanol to give the title compound as a white solid (66 mg), mass spectrum (thermospray +ve) m/e 473 (MH+). RF 0.5 (100: 8:1 dichloromethane: ethanol: ammonia). Starting materials: N1CCOCC1 (morpholine), CCOCCOC(CN(CP(=O)(Cl)Cl)C(=O)SCC#C)=O ((2-Ethoxy)ethyl-N-[(propargylthio)carbonyl]-N-[dichlorophosphinylmethyl]glycinate), C(Cl)Cl (methylene chloride). The solvent is C(C)OCC (diethyl ether), C(C)OCC (diethyl ether). Conditions: temperature 25 celsius, time 16 hour. The product is CCOCCOC(CN(CP(=O)(N1CCOCC1)N1CCOCC1)C(=O)SCC#C)=O ((2-ethoxy)ethyl-N-[(propargylthio)carbonyl]-N-[bis(morpholino)phosphinylmethyl]glycinate), dihydrate. RXN SMILES: [CH3:1][CH2:2][O:3][CH2:4][CH2:5][O:6][C:7](=[O:21])[CH2:8][N:9]([C:15]([S:17][CH2:18][C:19]#[CH:20])=[O:16])[CH2:10][P:11](Cl)(Cl)=[O:12].C(Cl)Cl.[NH:25]1[CH2:30][CH2:29][O:28][CH2:27][CH2:26]1>C(OCC)C>[CH3:1][CH2:2][O:3][CH2:4][CH2:5][O:6][C:7](=[O:21])[CH2:8][N:9]([C:15]([S:17][CH2:18][C:19]#[CH:20])=[O:16])[CH2:10][P:11]([N:25]1[CH2:30][CH2:29][O:28][CH2:27][CH2:26]1)([N:25]1[CH2:30][CH2:29][O:28][CH2:27][CH2:26]1)=[O:12]. Procedure: (2-Ethoxy)ethyl-N-[(propargylthio)carbonyl]-N-[dichlorophosphinylmethyl]glycinate (10.5 g.; 0.028 mol.) was dissolved in 50 ml. of diethyl ether and 50 ml. of methylene chloride. To the solution was added a solution of morpholine (9.7 g.; 0.11 mol.) in 100 ml. of diethyl ether. The resulting mixture was stirred for 16 hours at 25° C., then filtered. The filtrate was washed with 3% ammonium hydroxide, brine, 5% hydrochloric acid and again with brine. The ether layer was separated, dried and conce...